From a dataset of the Open Reaction Database (ORD), a public repository of structured organic reaction records. describe an organic reaction: reactants, conditions, products, and yield Starting materials: CC(C)(C)ON=O, COc1cc([N+](=O)[O-])ccc1N, Clc1ccccc1, [Cu]. Yields the product COc1cc([N+](=O)[O-])ccc1-c1ccc(Cl)cc1. RXN SMILES: [C:13]([O:14][N:15]=[O:16])([CH3:17])([CH3:18])[CH3:19].[CH3:1][O:2][c:3]1[c:4]([NH2:5])[cH:6][cH:7][c:8]([N+:10](=[O:11])[O-:12])[cH:9]1.[Cl:20][c:21]1[cH:22][cH:23][cH:24][cH:25][cH:26]1.[Cu:27]>>[CH3:1][O:2][c:3]1[c:4](-[c:24]2[cH:23][cH:22][c:21]([Cl:20])[cH:26][cH:25]2)[cH:6][cH:7][c:8]([N+:10](=[O:11])[O-:12])[cH:9]1. The reactants are C(N)(OC(C)(C)C)=O (t-Butyl carbamate), FC1C[C@@H](N(CC1)C(=O)OC(C)(C)C)C(N[C@@H](C)C1=CC=C(C=C1)C(=O)OC)=O ((2R)-tert-butyl 4-fluoro-2-(((S)-1-(4-(methoxycarbonyl)phenyl)ethyl)carbamoyl)piperidine-1-carboxylate). The product is FC1C[C@@H](NCC1)C(=O)N[C@@H](C)C1=CC=C(C(=O)OC)C=C1 (methyl 4-((1S)-1-((2R)-4-fluoropiperidine-2-carboxamido)ethyl)benzoate). Isolated yield 111.6%. RXN SMILES: C(=O)(OC(C)(C)C)N.[F:9][CH:10]1[CH2:15][CH2:14][N:13](C(OC(C)(C)C)=O)[C@@H:12]([C:23](=[O:37])[NH:24][C@H:25]([C:27]2[CH:32]=[CH:31][C:30]([C:33]([O:35][CH3:36])=[O:34])=[CH:29][CH:28]=2)[CH3:26])[CH2:11]1>>[F:9][CH:10]1[CH2:15][CH2:14][NH:13][C@@H:12]([C:23]([NH:24][C@H:25]([C:27]2[CH:28]=[CH:29][C:30]([C:33]([O:35][CH3:36])=[O:34])=[CH:31][CH:32]=2)[CH3:26])=[O:37])[CH2:11]1. Procedure details: The title compound (D95) (75 mg) was prepared according to the general procedure for t-Butyl carbamate (Boc) cleavage starting from (2R)-tert-butyl 4-fluoro-2-(((S)-1-(4-(methoxycarbonyl)phenyl)ethyl)carbamoyl)piperidine-1-carboxylate (D62) (89 mg).